Dataset: the Open Reaction Database (ORD), a public repository of structured organic reaction records. Task: describe an organic reaction: reactants, conditions, products, and yield Reactants: O=C(c1ccccc1)c1cc(Cl)ccc1N=C=S, CCOCC, CC(C)O, NCCO. Yields the product OCCN1C(=S)Nc2ccc(Cl)cc2C1(O)c1ccccc1. Reaction SMILES: [C:1]([c:2]1[cH:3][cH:4][cH:5][cH:6][cH:7]1)(=[O:8])[c:9]1[c:10]([N:16]=[C:17]=[S:18])[cH:11][cH:12][c:13]([Cl:15])[cH:14]1.[CH2:19]([O:20][CH2:21][CH3:22])[CH3:23].[CH:28]([OH:29])([CH3:30])[CH3:31].[NH2:24][CH2:25][CH2:26][OH:27]>>[C:1]1([c:2]2[cH:3][cH:4][cH:5][cH:6][cH:7]2)([OH:8])[c:9]2[c:10]([cH:11][cH:12][c:13]([Cl:15])[cH:14]2)[NH:16][C:17](=[S:18])[N:24]1[CH2:25][CH2:26][OH:27]. Reactants: BrC=1C=C2C=CC(=NC2=CC1)Cl (6-Bromo-2-chloro-quinoline), [N-]=[N+]=[N-].[Na+] (sodium azide). Solvent: CCOC(=O)C (EtOAc), O (water), CN(C)C=O (DMF). Reaction conditions: temperature 130 celsius. The product is BrC=1C=C2C=CC=3N(C2=CC1)N=NN3 (7-Bromo-1,2,3,9b-tetraaza-cyclopenta[a]naphthalene). Reaction SMILES: [Br:1][C:2]1[CH:3]=[C:4]2[C:9](=[CH:10][CH:11]=1)[N:8]=[C:7](Cl)[CH:6]=[CH:5]2.[N-:13]=[N+:14]=[N-:15].[Na+]>CN(C=O)C.CCOC(C)=O.O>[Br:1][C:2]1[CH:3]=[C:4]2[C:9](=[CH:10][CH:11]=1)[N:8]1[N:13]=[N:14][N:15]=[C:7]1[CH:6]=[CH:5]2 |f:1.2|. Procedure details: To 6-Bromo-2-chloro-quinoline (223 mg, 1.0 mmol) in DMF (10 mL) was added sodium azide (65 mg, 1.0 mmol). The reaction was heated at 130° C. for 1 hour, then cooled to room temperature and diluted with EtOAc and water. The aqueous layer was extracted with EtOAc, and the combined organic layers were dried over MgSO4, filtered, and concentrated. The crude material was purified by silica gel chromatography (50% EtOAc in hexanes) to give the desired product, 9d. The reactants are P(=O)([O-])([O-])[O-] (phosphate), CCCCCCCCCC(=O)OCC(COC(=O)CCCCCCCCC)OC(=O)CCCCCCCCC (Tridecanoin), 100L. The solvent is C(CCC)O (n-butanol), petroleum ether. Conditions: temperature 37 celsius, time 3 hour. The product is C(CCCCCCCCC)(=O)OC(CO)CO (2-Decanoyl glycerol). RXN SMILES: CCCCCCCCCC([O:12][CH2:13][CH:14]([O:28][C:29]([CH2:31][CH2:32][CH2:33][CH2:34][CH2:35][CH2:36][CH2:37][CH2:38][CH3:39])=[O:30])[CH2:15][O:16]C(CCCCCCCCC)=O)=O.P([O-])([O-])([O-])=O>C(O)CCC>[C:29]([O:28][CH:14]([CH2:13][OH:12])[CH2:15][OH:16])(=[O:30])[CH2:31][CH2:32][CH2:33][CH2:34][CH2:35][CH2:36][CH2:37][CH2:38][CH3:39]. Procedure details: Tridecanoin (45.0 mmole, 25.0 g) is dissolved in petroleum ether, b.p. 35° C.-60° C., (600 ml) and n-butanol (110 ml). This solution is mixed with 0.05 M phosphate buffer (110 ml) containing lipolase (Novo) 100L (9.0 g) and stirred at 37° C. for 3 hours. After separation of phases, the organic solution is evaporated at reduced pressure and temperature (below 30° C.) to a volume of about 100 ml. This solution is diluted with hexane (500 ml) and cooled to -78° C. using a dry ice-isopropanol bath. ... Reactants: C(C)OC(=O)C=1C2=C(C(=NC1)N)C(=CS2)COC2=CC(=CC=C2)C=2N=NN(N2)CC2=CC=C(C=C2)OC (4-amino-3-{3-[2-(4-methoxy-benzyl)-2H-tetrazol-5-yl]-phenoxymethyl}-thieno[3,2-c]pyridine-7-carboxylic acid ethyl ester), C(O)CN (ethanolamine). The solvent is CS(=O)C (dimethylsulfoxide). Conditions: temperature 160 celsius. Yields the product OCCNC(=O)C=1C2=C(C(=NC1)N)C(=CS2)COC2=CC(=CC=C2)C=2N=NN(N2)CC2=CC=C(C=C2)OC (4-amino-3-{3-[2-(4-methoxy-benzyl)-2H-tetrazol-5-yl]-phenoxymethyl}-thieno[3,2-c]pyridine-7-carboxylic acid (2-hydroxy-ethyl)-amide). RXN SMILES: C(O[C:4]([C:6]1[C:7]2[S:15][CH:14]=[C:13]([CH2:16][O:17][C:18]3[CH:23]=[CH:22][CH:21]=[C:20]([C:24]4[N:25]=[N:26][N:27]([CH2:29][C:30]5[CH:35]=[CH:34][C:33]([O:36][CH3:37])=[CH:32][CH:31]=5)[N:28]=4)[CH:19]=3)[C:8]=2[C:9]([NH2:12])=[N:10][CH:11]=1)=[O:5])C.[CH2:38]([CH2:40][NH2:41])[OH:39]>CS(C)=O>[OH:39][CH2:38][CH2:40][NH:41][C:4]([C:6]1[C:7]2[S:15][CH:14]=[C:13]([CH2:16][O:17][C:18]3[CH:23]=[CH:22][CH:21]=[C:20]([C:24]4[N:25]=[N:26][N:27]([CH2:29][C:30]5[CH:35]=[CH:34][C:33]([O:36][CH3:37])=[CH:32][CH:31]=5)[N:28]=4)[CH:19]=3)[C:8]=2[C:9]([NH2:12])=[N:10][CH:11]=1)=[O:5]. Procedure details: A solution of 4-amino-3-{3-[2-(4-methoxy-benzyl)-2H-tetrazol-5-yl]-phenoxymethyl}-thieno[3,2-c]pyridine-7-carboxylic acid ethyl ester (0.050 g, 0.10 mmol) (from Example 28 supra) in dimethylsulfoxide (0.5 mL) was treated with ethanolamine (1.5 mL) (Aldrich) and heated at 160° C. for 2 hours in a microwave reactor. The precipitate was filtered and dried to give 4-amino-3-{3-[2-(4-methoxy-benzyl)-2H-tetrazol-5-yl]-phenoxymethyl}-thieno[3,2-c]pyridine-7-carboxylic acid (2-hydroxy-ethyl)-amide. (Yie... The reactants are Cl (HCl), CCOCC (ether), CN(C(OC(C)(C)C)=O)[C@H](COC=1C=CC2=C(N(C(C3=CN=CC=C23)=O)C)C1)CC(C)C ((S)-tert-butyl methyl(4-methyl-1-((6-methyl-5-oxo-5,6-dihydrobenzo[c][2,7]naphthyridin-8-yl)oxy)pentan-2-yl)carbamate). The solvent is ClCCl (dichloromethane). Run at temperature 0 celsius, time 5 minute. The product is CN1C(C2=CN=CC=C2C2=C1C=C(C=C2)OC[C@H](CC(C)C)NC)=O ((S)-6-methyl-8-((4-methyl-2-(methylamino)pentyl)oxy)benzo[c][2,7]naphthyridin-5(6H)-one). Yield: 32.1%. RXN SMILES: [CH3:1][N:2]([C@@H:10]([CH2:29][CH:30]([CH3:32])[CH3:31])[CH2:11][O:12][C:13]1[CH:14]=[CH:15][C:16]2[C:25]3[C:20](=[CH:21][N:22]=[CH:23][CH:24]=3)[C:19](=[O:26])[N:18]([CH3:27])[C:17]=2[CH:28]=1)C(=O)OC(C)(C)C.Cl.CCOCC>ClCCl>[CH3:27][N:18]1[C:17]2[CH:28]=[C:13]([O:12][CH2:11][C@@H:10]([NH:2][CH3:1])[CH2:29][CH:30]([CH3:32])[CH3:31])[CH:14]=[CH:15][C:16]=2[C:25]2[C:20](=[CH:21][N:22]=[CH:23][CH:24]=2)[C:19]1=[O:26]. Reported procedure: To the solution of (S)-tert-butyl methyl(4-methyl-1-((6-methyl-5-oxo-5,6-dihydrobenzo[c][2,7]naphthyridin-8-yl)oxy)pentan-2-yl)carbamate (180 mg, 0.078 mmol) in dichloromethane (4 mL) cooled to 0° C. was added HCl in ether (4 mL, 4.00 mmol) slowly over a period of 1 min. The reaction mixture was stirred at 0° C. for 5 min then warmed to room temperature and stirred for 4 h. The volatiles were then removed under reduced pressure. The residue was purified via reverse phase HPLC (0.1% TFA in water:... Reactants: [C-]#N.[K+] (potassium cyanide), C(C)(=O)N (acetamide), [Cl-].C[N+](C1=NC(=NC(=N1)OC)OC)(C)C (trimethyl(4,6-dimethoxy-1,3,5-triazin-2-yl)ammonium chloride). Run in O (water). Yields the product C(#N)C1=NC(=NC(=N1)OC)OC (2-cyano-4,6-dimethoxy-1,3,5-triazine). Yield: 38.3%. Reaction SMILES: [C-]#N.[K+].[C:4]([NH2:7])(=O)C.[Cl-].C[N+](C)(C)[C:11]1[N:16]=[C:15]([O:17][CH3:18])[N:14]=[C:13]([O:19][CH3:20])[N:12]=1>O>[C:4]([C:11]1[N:12]=[C:13]([O:19][CH3:20])[N:14]=[C:15]([O:17][CH3:18])[N:16]=1)#[N:7] |f:0.1,3.4|. Procedure: A mixture of 26 g of potassium cyanide and 60 g of oven-dried acetamide was heated to 85°-90° C. To this melt was added 24 g of the product from Example 2 in portions over a period of 15-20 minutes. The resulting brown reaction solution was heated to 90°-100° C. for an additional one hour. When the solution had cooled to room temperature, water was added and the aqueous layer was extracted with ether and methylene chloride. The combined organic extracts were backwashed with several small portion... Starting materials: Cn1ccc(S(=O)(=O)NC(C)(C)C)c1Br, ClCCl, O=C(O)C(F)(F)F. The product is Cn1ccc(S(N)(=O)=O)c1Br. RXN SMILES: [Br:1][c:2]1[n:3]([CH3:15])[cH:4][cH:5][c:6]1[S:7](=[O:8])(=[O:9])[NH:10][C:11]([CH3:12])([CH3:13])[CH3:14].[CH2:23]([Cl:24])[Cl:25].[F:16][C:17]([F:18])([F:19])[C:20]([OH:21])=[O:22]>>[Br:1][c:2]1[n:3]([CH3:15])[cH:4][cH:5][c:6]1[S:7](=[O:8])(=[O:9])[NH2:10]. The reactants are COC=1C=CC(=C2C=C(OC21)C)C(=O)O (7-methoxy-2-methylbenzofuran-4-carboxylic acid), S(=O)(Cl)Cl (thionyl chloride), Cl (hydrochloric acid), [H-].[Na+] (sodium hydride), NC1=C(C=NC=C1Cl)Cl (4-amino3,5-dichloropyridine), [H][H] (hydrogen), ice water. Solvent: C1(=CC=CC=C1)C (toluene), O1CCCC1 (tetrahydrofuran). Yields the product ClC=1C=NC=C(C1NC(=O)C=1C=CC(=C2C1C=C(O2)C)OC)Cl (N-(3,5-Dichloropyrid-4-yl)-7-methoxy-2-methylbenzofuran-4-carboxamide). As a reaction SMILES: [H-].[Na+].[NH2:3][C:4]1[C:9]([Cl:10])=[CH:8][N:7]=[CH:6][C:5]=1[Cl:11].[H][H].[CH3:14][O:15][C:16]1[CH:17]=[CH:18][C:19]([C:26](O)=[O:27])=[C:20]2[C:24]=1[O:23][C:22]([CH3:25])=[CH:21]2.S(Cl)(Cl)=O.Cl>O1CCCC1.C1(C)C=CC=CC=1>[Cl:11][C:5]1[CH:6]=[N:7][CH:8]=[C:9]([Cl:10])[C:4]=1[NH:3][C:26]([C:19]1[CH:18]=[CH:17][C:16]([O:15][CH3:14])=[C:24]2[O:23][C:22]([CH3:25])=[CH:21][C:20]=12)=[O:27] |f:0.1|. Reported procedure: 1.5 g of sodium hydride (80% strength) were added in small portions to a solution of 4.1 g of 4-amino3,5-dichloropyridine in 50 ml of tetrahydrofuran and the suspension was stirred for about 0.5 h until evolution of hydrogen had ended. In parallel to this, 4.1 g of 7-methoxy-2-methylbenzofuran-4-carboxylic acid was stirred at 80° C. for 3 h with 7.25 ml of thionyl chloride in 40 ml of toluene and the mixture was then evaporated in vacuo. About 20 ml of toluene were added to the residue and the s... The reactants are Cl.C(C)N(CC)CC1=CC=C(C(=O)O)C=C1 (4-(N,N-diethylaminomethyl)benzoic acid hydrochloride), C(C(=O)Cl)(=O)Cl (oxalyl chloride). Run in C(Cl)Cl (methylene chloride), C(Cl)Cl (methylene chloride). Yields the product Cl.C(C)N(CC)CC1=CC=C(C(=O)Cl)C=C1 (4-(N,N-diethylaminomethyl)benzoyl chloride hydrochloride). As a reaction SMILES: [ClH:1].[CH2:2]([N:4]([CH2:7][C:8]1[CH:16]=[CH:15][C:11]([C:12](O)=[O:13])=[CH:10][CH:9]=1)[CH2:5][CH3:6])[CH3:3].C(Cl)(=O)C([Cl:20])=O>C(Cl)Cl>[ClH:20].[CH2:2]([N:4]([CH2:7][C:8]1[CH:9]=[CH:10][C:11]([C:12]([Cl:1])=[O:13])=[CH:15][CH:16]=1)[CH2:5][CH3:6])[CH3:3] |f:0.1,4.5|. Reported procedure: To a well-stirred suspension consisting of 1.34 g. (5.0 mmole) of 4-(N,N-diethylaminomethyl)benzoic acid hydrochloride (the product of Preparation G) in 25 ml. of methylene chloride under a nitrogen atmosphere, there was added over a five-minute period a solution consisting of 1.5 g. (0.0118 mole) of oxalyl chloride dissolved in 5 ml. of methylene chloride. The resulting reaction mixture was refluxed for a period of 17 hours and then cooled to room temperature (~20° C.). The colorless solution s... Starting materials: [Si](C)(C)(C(C)(C)C)O[C@@H]([C@H](C1=C(C(=CC=C1)C(F)(F)F)F)NC(=O)N1CC=2N=C(N=CC2CC1)NC(C)C)C (N-((1S,2R)-2-(tert-butyldimethylsilyloxy)-1-(2-fluoro-3-(trifluoromethyl)phenyl)propyl)-2-(isopropylamino)-5,6-dihydropyrido[3,4-d]pyrimidine-7(8H)-carboxamide), CCCC[N+](CCCC)(CCCC)CCCC.[F-] (TBAF). Run in C1CCOC1 (THF). Run at time 45 minute. Product: FC1=C(C=CC=C1C(F)(F)F)[C@@H]([C@H](C)O)NC(=O)N1CC=2N=C(N=CC2CC1)NC(C)C (N-((1S,2S)-1-(2-fluoro-3-(trifluoromethyl)phenyl)-2-hydroxypropyl)-2-(isopropylamino)-5,6-dihydropyrido[3,4-d]pyrimidine-7(8H)-carboxamide). RXN SMILES: [Si]([O:8][C@H:9]([CH3:39])[C@@H:10]([NH:22][C:23]([N:25]1[CH2:34][CH2:33][C:32]2[CH:31]=[N:30][C:29]([NH:35][CH:36]([CH3:38])[CH3:37])=[N:28][C:27]=2[CH2:26]1)=[O:24])[C:11]1[CH:16]=[CH:15][CH:14]=[C:13]([C:17]([F:20])([F:19])[F:18])[C:12]=1[F:21])(C(C)(C)C)(C)C.CCCC[N+](CCCC)(CCCC)CCCC.[F-]>C1COCC1>[F:21][C:12]1[C:13]([C:17]([F:18])([F:19])[F:20])=[CH:14][CH:15]=[CH:16][C:11]=1[C@H:10]([NH:22][C:23]([N:25]1[CH2:34][CH2:33][C:32]2[CH:31]=[N:30][C:29]([NH:35][CH:36]([CH3:38])[CH3:37])=[N:28][C:27]=2[CH2:26]1)=[O:24])[C@@H:9]([OH:8])[CH3:39] |f:1.2|. Reported procedure: To a solution of 116 (533 mg, 0.936 mmol) and THF (10 mL) cooled to 0° C. was added TBAF (1.310 mL, 1.31 mmol) and reaction was stirred at RT for 45 min. The reaction was poured onto water and extracted with DCM. The organic layer was concentrated and the crude product was purified by SiO2 chromatography eluting with 1% MeOH/DCM to afford 269 mg (63.1%) of I-18: LCMS (ACPI-pos) m/z 420.3 (M+H)+.